This data is from the Open Reaction Database (ORD), a public repository of structured organic reaction records. The task is: describe an organic reaction: reactants, conditions, products, and yield Reactants: tris silyl, F[Si](C)(C)C (fluorotrimethylsilane), Cl.Cl.Cl.N1CCNCCNCCCCC1 (1,4,7-triazacyclododecane trishydrochloride), C(CCC)[Li] (n-butyllithium), ( A ). Run in ClC1=CC=CC=C1 (chlorobenzene). Run at time 5.8 hour. Product: C[Si](N1CCN(CCN(CCCCC1)[Si](C)(C)C)[Si](C)(C)C)(C)C (1,4,7-Tris(trimethylsilyl)-1,4,7-triazacyclododecane). Reaction SMILES: Cl.Cl.Cl.[NH:4]1[CH2:15][CH2:14][CH2:13][CH2:12][CH2:11][NH:10][CH2:9][CH2:8][NH:7][CH2:6][CH2:5]1.C([Li])CCC.F[Si:22]([CH3:25])([CH3:24])[CH3:23]>ClC1C=CC=CC=1>[CH3:23][Si:22]([CH3:25])([CH3:24])[N:4]1[CH2:15][CH2:14][CH2:13][CH2:12][CH2:11][N:10]([Si:22]([CH3:25])([CH3:24])[CH3:23])[CH2:9][CH2:8][N:7]([Si:22]([CH3:25])([CH3:24])[CH3:23])[CH2:6][CH2:5]1 |f:0.1.2.3|. Procedure: 1,4,7-Tris(trimethylsilyl)-1,4,7-triazacyclododecane was prepared from 1,4,7-triazacyclododecane trishydrochloride with six equivalents of n-butyllithium essentially by the procedure of Example 1 (A). In a 50 ml flask a solution of 0.675 g of the tris silyl compound (distilled bulb-to-bulb at 95°-125°/0.1 mm) in 2.5 ml of chlorobenzene was frozen, evacuated, and pressured with 40 ml of phosphorus oxyfluoride gas. The flask was sealed and the mixture heated overnight at 100°. Then the mixture was... Reactants: N1CCCC1 (pyrrolidine), ClCC1=CC=C(C(=O)Cl)C=C1 (4-(Chloromethyl)benzoyl chloride), CN(C1=CC2=C(S1)C=C(C=C2)OC)C (2-dimethylamino-6-methoxybenzo[b]thiophene), resultant mixture. Solvent: ClC1=CC=CC=C1 (chlorobenzene). Reaction conditions: temperature 0 celsius, time 2 hour. The product is N1(CCCC1)CC1=CC=C(C=C1)C(=O)C=1C2=C(SC1N(C)C)C=C(C=C2)OC (2-Dimethylamino-6-methoxybenzo[b]thiophen-3-yl 4-[(1-Pyrrolidinyl)methyl]phenyl Ketone). The yield is 74.0%. Reaction SMILES: Cl[CH2:2][C:3]1[CH:11]=[CH:10][C:6]([C:7](Cl)=[O:8])=[CH:5][CH:4]=1.[CH3:12][N:13]([CH3:25])[C:14]1[S:18][C:17]2[CH:19]=[C:20]([O:23][CH3:24])[CH:21]=[CH:22][C:16]=2[CH:15]=1.[NH:26]1[CH2:30][CH2:29][CH2:28][CH2:27]1>ClC1C=CC=CC=1>[N:26]1([CH2:2][C:3]2[CH:11]=[CH:10][C:6]([C:7]([C:15]3[C:16]4[CH:22]=[CH:21][C:20]([O:23][CH3:24])=[CH:19][C:17]=4[S:18][C:14]=3[N:13]([CH3:25])[CH3:12])=[O:8])=[CH:5][CH:4]=2)[CH2:30][CH2:29][CH2:28][CH2:27]1. Procedure: 4-(Chloromethyl)benzoyl chloride (105 mg, 0.558 mmol) was added to a stirred solution of 2-dimethylamino-6-methoxybenzo[b]thiophene (105 mg, 0.507 mmol) in chlorobenzene (1 mL) under nitrogen. The resultant mixture was heated in an oil bath at 110° C. for 2.5 h. The mixture was cooled to 0° C., treated with pyrrolidine (5 mL), then allowed to stir at room temperature for 2 h. After dilution with THF (20 mL), the mixture was washed with saturated aqueous NaHCO3 (5 mL). The organic layer was dried... The reactants are Cl (hydrochloric acid), C(C)C=1C=NC(=C(C(=O)OCC)C1)C (ethyl 5-ethyl-2-methylnicotinate), [OH-].[Na+] (sodium hydroxide). Run in CO (methanol), O (water). Run at time 2 day. The product is C(C)C=1C=NC(=C(C(=O)O)C1)C (5-Ethyl-2-methylnicotinic acid). Yield: 1.4%. As a reaction SMILES: [CH2:1]([C:3]1[CH:4]=[N:5][C:6]([CH3:14])=[C:7]([CH:13]=1)[C:8]([O:10]CC)=[O:9])[CH3:2].[OH-].[Na+].Cl>CO.O>[CH2:1]([C:3]1[CH:4]=[N:5][C:6]([CH3:14])=[C:7]([CH:13]=1)[C:8]([OH:10])=[O:9])[CH3:2] |f:1.2|. Reported procedure: A solution of 260 g of ethyl 5-ethyl-2-methylnicotinate 81.34 mol) in 250 mL methanol is treated in 1 portion with a solution of 80 g of sodium hydroxide (2 mol) in 1 L water. The reaction is stirred at room temperature for 2 days, then concentrated in vacuo to a volume of about 700 mL, and acidified with 167 mL of concentrated hydrochloric acid (2 moles). The precipitated solid is filtered, washed with cold water, and dried in vacuo at 75° C. to afford 184 g of the title product, mp 218°-220° C... Starting materials: C(#N)C=1NC2=C(N1)C=CC(=C2)OC2=C(C=C(C=C2F)C(F)(F)F)Cl (2-Cyano-5-(2-chloro-4-trifluoromethyl-6-fluorophenoxy)benzimidazole), BrC(C(=O)OCC)C (ethyl 2-bromopropionate), C([O-])([O-])=O.[K+].[K+] (potassium carbonate). Run in C(C)#N (acetonitrile). Run at time 8 hour. Yields the product C(#N)C1=NC2=C(N1C(C(=O)OCC)C)C=C(C=C2)OC2=C(C=C(C=C2F)C(F)(F)F)Cl (ethyl 2-[2-cyano-6-(2-chloro-4-trifluoromethyl-6-fluorophenoxy)benzimidazol-1-yl]-propionate), C(#N)C1=NC2=C(N1C(C(=O)OCC)C)C=CC(=C2)OC2=C(C=C(C=C2F)C(F)(F)F)Cl (ethyl 2-[2-cyano-5-(2-chloro-4-trifluoromethyl-6-fluorophenoxy)benzimidazol-1-yl]propionate). Reaction SMILES: [C:1]([C:3]1[NH:4][C:5]2[CH:11]=[C:10]([O:12][C:13]3[C:18]([F:19])=[CH:17][C:16]([C:20]([F:23])([F:22])[F:21])=[CH:15][C:14]=3[Cl:24])[CH:9]=[CH:8][C:6]=2[N:7]=1)#[N:2].Br[CH:26]([CH3:32])[C:27]([O:29][CH2:30][CH3:31])=[O:28].C(=O)([O-])[O-].[K+].[K+]>C(#N)C>[C:1]([C:3]1[N:4]([CH:26]([CH3:32])[C:27]([O:29][CH2:30][CH3:31])=[O:28])[C:5]2[CH:11]=[C:10]([O:12][C:13]3[C:18]([F:19])=[CH:17][C:16]([C:20]([F:22])([F:23])[F:21])=[CH:15][C:14]=3[Cl:24])[CH:9]=[CH:8][C:6]=2[N:7]=1)#[N:2].[C:1]([C:3]1[N:7]([CH:26]([CH3:32])[C:27]([O:29][CH2:30][CH3:31])=[O:28])[C:6]2[CH:8]=[CH:9][C:10]([O:12][C:13]3[C:18]([F:19])=[CH:17][C:16]([C:20]([F:22])([F:23])[F:21])=[CH:15][C:14]=3[Cl:24])=[CH:11][C:5]=2[N:4]=1)#[N:2] |f:2.3.4|. Procedure: 2-Cyano-5-(2-chloro-4-trifluoromethyl-6-fluorophenoxy)benzimidazole (0.325 g), ethyl 2-bromopropionate (0.13cm3) and anhydrous potassium carbonate (1 g) were heated under reflux in acetonitrile (30cm3) for 2 hours and left at room temperature overnight. The mixture was filtered and the solvent removed from the filtrate under vacuum. The residue was purified by preparative plate chromatography (SiO2 ; hexane:ether,1:1) to yield ethyl 2-[2-cyano-6-(2-chloro-4-trifluoromethyl-6-fluorophenoxy)benzim... The reactants are ClCCl, COc1cc(CC(=O)OC(C)(C)C)ccc1N, O=C=Nc1ccccc1. Product: COc1cc(CC(=O)OC(C)(C)C)ccc1NC(=O)Nc1ccccc1. As a reaction SMILES: [CH2:27]([Cl:28])[Cl:29].[NH2:1][c:2]1[c:3]([O:16][CH3:17])[cH:4][c:5]([CH2:8][C:9](=[O:10])[O:11][C:12]([CH3:13])([CH3:14])[CH3:15])[cH:6][cH:7]1.[O:18]=[C:19]=[N:20][c:21]1[cH:22][cH:23][cH:24][cH:25][cH:26]1>>[NH:1]([c:2]1[c:3]([O:16][CH3:17])[cH:4][c:5]([CH2:8][C:9](=[O:10])[O:11][C:12]([CH3:13])([CH3:14])[CH3:15])[cH:6][cH:7]1)[C:19](=[O:18])[NH:20][c:21]1[cH:22][cH:23][cH:24][cH:25][cH:26]1. Reactants: C1(CCCC1)OC1=C(N)C=CC=C1 (2-(cyclopentyloxy)aniline), NC=1SC=CN1 (2-aminothiazole), C1(CCCC1)OC1=C(N)C=CC=C1 (2-(cyclopentyloxy)aniline), C1(CCCC1)O (cyclopentanol), FC1=C(C=CC=C1)[N+](=O)[O-] (1-fluoro-2-nitrobenzene). The product is C1(CCCC1)OC1=C(C=CC=C1)[N+](=O)[O-] (2-(Cyclopentyloxy)-1-nitrobenzene), C1(CCCC1)OC1=C(C=CC=C1)NC(=O)NC=1SC=CN1 (N-(2-Cyclopentyloxyphenyl)-N′-(thiazol-2-yl)urea). Yield: 70.0%. Reaction SMILES: [CH:1]1([OH:6])[CH2:5][CH2:4][CH2:3][CH2:2]1.F[C:8]1[CH:13]=[CH:12][CH:11]=[CH:10][C:9]=1[N+:14]([O-:16])=[O:15].[CH:17]1([O:22][C:23]2[CH:29]=[CH:28][CH:27]=[CH:26][C:24]=2[NH2:25])[CH2:21][CH2:20][CH2:19][CH2:18]1.[NH2:30][C:31]1[S:32][CH:33]=[CH:34][N:35]=1>>[CH:1]1([O:6][C:8]2[CH:13]=[CH:12][CH:11]=[CH:10][C:9]=2[N+:14]([O-:16])=[O:15])[CH2:5][CH2:4][CH2:3][CH2:2]1.[CH:17]1([O:22][C:23]2[CH:29]=[CH:28][CH:27]=[CH:26][C:24]=2[NH:25][C:1]([NH:30][C:31]2[S:32][CH:33]=[CH:34][N:35]=2)=[O:6])[CH2:21][CH2:20][CH2:19][CH2:18]1. Procedure: 2-(Cyclopentyloxy)-1-nitrobenzene (1.04 g, 80%) was prepared from cyclopentanol (0.46 ml, 5.0 mmol) and 1-fluoro-2-nitrobenzene (0.71 g, 5.0 mmol) following the general procedure G. This was reduced to 2-(cyclopentyloxy)aniline (0.30 g, 68%, 2.5 mmol scale) following general procedure B. N-(2-Cyclopentyloxyphenyl)-N′-(thiazol-2-yl)urea (212 mg, 70%) was prepared from 2-(cyclopentyloxy)aniline (177 mg, 1.0 mmol) and 2-aminothiazole (100 mg, 1.0 mmol) following the general procedure D. Starting materials: Oc1ccc(OC(F)(F)F)cc1Br, BrCc1ccccc1, O=C([O-])[O-], CN(C)C=O, [K+], [K+], O. The product is FC(F)(F)Oc1ccc(OCc2ccccc2)c(Br)c1. As a reaction SMILES: [Br:1][c:2]1[c:3]([OH:13])[cH:4][cH:5][c:6]([O:8][C:9]([F:10])([F:11])[F:12])[cH:7]1.[Br:20][CH2:21][c:22]1[cH:23][cH:24][cH:25][cH:26][cH:27]1.[C:14](=[O:15])([O-:16])[O-:17].[CH3:28][N:29]([CH3:30])[CH:31]=[O:32].[K+:18].[K+:19].[OH2:33]>>[Br:1][c:2]1[c:3]([O:13][CH2:21][c:22]2[cH:23][cH:24][cH:25][cH:26][cH:27]2)[cH:4][cH:5][c:6]([O:8][C:9]([F:10])([F:11])[F:12])[cH:7]1.